Dataset: the Open Reaction Database (ORD), a public repository of structured organic reaction records. Task: describe an organic reaction: reactants, conditions, products, and yield The reactants are C(=O)(O)C1=CC=C(C=C1)\C=C\C(C)C1=CC=CC=C1 (1-(4'-carboxyphenyl)-3-phenyl-trans-1-butene), [H-].[Al+3].[Li+].[H-].[H-].[H-] (lithium aluminum hydride), [H-].[Al+3].[Li+].[H-].[H-].[H-] (lithium aluminum hydride), O (water), [OH-].[Na+] (sodium hydroxide), O (water). The solvent is O1CCCC1 (tetrahydrofuran), O1CCCC1 (tetrahydrofuran). Yields the product OCC1=CC=C(C=C1)\C=C\C(C)C1=CC=CC=C1 (1-[4'-(Hydroxymethyl)-phenyl]-3-phenyl-trans-1-butene). RXN SMILES: [C:1]([C:4]1[CH:9]=[CH:8][C:7](/[CH:10]=[CH:11]/[CH:12]([C:14]2[CH:19]=[CH:18][CH:17]=[CH:16][CH:15]=2)[CH3:13])=[CH:6][CH:5]=1)(O)=[O:2].[H-].[Al+3].[Li+].[H-].[H-].[H-].O.[OH-].[Na+]>O1CCCC1>[OH:2][CH2:1][C:4]1[CH:9]=[CH:8][C:7](/[CH:10]=[CH:11]/[CH:12]([C:14]2[CH:15]=[CH:16][CH:17]=[CH:18][CH:19]=2)[CH3:13])=[CH:6][CH:5]=1 |f:1.2.3.4.5.6,8.9|. Reported procedure: A solution of 1-(4'-carboxyphenyl)-3-phenyl-trans-1-butene (0.35 g, 1.5 mmol) in tetrahydrofuran (25 ml) was added dropwise to a suspension of lithium aluminum hydride (56 mg) in tetrahydrofuran. The reaction was refluxed for 3 hours and cooled to ambient temperature. Excess lithium aluminum hydride was decomposed by the sequential addition of water (0.1 ml), 15% aqueous sodium hydroxide (0.1 ml) and water (0.3 ml). The precipitate was removed by filtration and the filtrate evaporated. The resid... Reactants: [N+](=O)([O-])C1=CC=C(COC(=O)[C@H]2[C@](S[C@H]3N2C([C@H]3NC([C@@H](C3=CC=CC=C3)N)=O)=O)(C)COC(NC(C)=O)=O)C=C1 ((2R,3S,5R,6R)2-(N-acetyl)carbamoyloxymethyl-6-[(R)-2-amino-2-phenylacetamido]-2-methylpenam-3-carboxylic acid p-nitrobenzyl ester), [H][H] (hydrogen). Reagents/catalysts: [Pd] (palladium on carbon). Run in O (water). Product: C(C)(=O)NC(=O)OC[C@@]1(S[C@H]2N([C@H]1C(=O)O)C([C@H]2NC([C@@H](C2=CC=CC=C2)N)=O)=O)C ((2R,3S,5R,6R)2-(N-Acetyl)carbamoyloxymethyl-6-[(R)-2-amino-2-phenylacetamido]-2-methylpenam-3-carboxylic Acid). Isolated yield 62.8%. Reaction SMILES: [N+](C1C=CC(C[O:9][C:10]([C@@H:12]2[N:16]3[C:17](=[O:30])[C@@H:18]([NH:19][C:20](=[O:29])[C@H:21]([NH2:28])[C:22]4[CH:27]=[CH:26][CH:25]=[CH:24][CH:23]=4)[C@H:15]3[S:14][C@:13]2([CH2:32][O:33][C:34](=[O:39])[NH:35][C:36](=[O:38])[CH3:37])[CH3:31])=[O:11])=CC=1)([O-])=O.[H][H]>[Pd].O>[C:36]([NH:35][C:34]([O:33][CH2:32][C@@:13]1([CH3:31])[C@H:12]([C:10]([OH:11])=[O:9])[N:16]2[C:17](=[O:30])[C@@H:18]([NH:19][C:20](=[O:29])[C@H:21]([NH2:28])[C:22]3[CH:27]=[CH:26][CH:25]=[CH:24][CH:23]=3)[C@H:15]2[S:14]1)=[O:39])(=[O:38])[CH3:37]. Procedure details: To a prehydrogenated suspension of 10% palladium on carbon (0.59 gm), water-washed ethyl acetate (6.0 ml) and water (3.0 ml) was added (2R,3S,5R,6R)2-(N-acetyl)carbamoyloxymethyl-6-[(R)-2-amino-2-phenylacetamido]-2-methylpenam-3-carboxylic acid p-nitrobenzyl ester (0.59 gm. 1.06 mmol). The mixture was shaken at 50 psi hydrogen pressure for 3 hours at 25° and then filtered through Dicalite-coated paper. The aqueous phase was separated, concentrated at reduced pressure to remove volatile solvent a... The reactants are C(CC)OC(=O)N1CCN(CC1)C([C@H](CC(F)(F)F)NC(=O)OCC1=CC=CC=C1)=O (4-((S)-2-Benzyloxycarbonylamino-4,4,4-trifluoro-butyryl)-piperazine-1-carboxylic acid propyl ester). The reagents and catalysts are [Pd] (Pd/C). Run in C(C)O (ethanol). Run at time 12 hour. Yields the product C(CC)OC(=O)N1CCN(CC1)C([C@H](CC(F)(F)F)N)=O (4-((S)-2-Amino-4,4,4-trifluoro-butyryl)-piperazine-1-carboxylic acid propyl ester). As a reaction SMILES: [CH2:1]([O:4][C:5]([N:7]1[CH2:12][CH2:11][N:10]([C:13](=[O:31])[C@@H:14]([NH:20]C(OCC2C=CC=CC=2)=O)[CH2:15][C:16]([F:19])([F:18])[F:17])[CH2:9][CH2:8]1)=[O:6])[CH2:2][CH3:3]>C(O)C.[Pd]>[CH2:1]([O:4][C:5]([N:7]1[CH2:12][CH2:11][N:10]([C:13](=[O:31])[C@@H:14]([NH2:20])[CH2:15][C:16]([F:17])([F:19])[F:18])[CH2:9][CH2:8]1)=[O:6])[CH2:2][CH3:3]. Procedure: To a solution of 170 mg 4-((S)-2-Benzyloxycarbonylamino-4,4,4-trifluoro-butyryl)-piperazine-1-carboxylic acid propyl ester in 20 ml ethanol were added 0.05 g Pd/C (10%) and the suspension stirred under an atmosphere of hydrogen (3 bar) for 12 h. The reaction mixture was filtrated over a plug of Celite, washed with ethanol and concentrated to give the crude product which was used in the subsequent reaction. Yield: 106 mg. Starting materials: O=C(CCCCCNC1=CC=C(C(=O)OCC)C=C1)CCCCCCCCCC (ethyl 4-(6-oxohexadecylamino)benzoate), Cl.NO (hydroxylamine hydrochloride), C(C)(=O)[O-].[Na+] (sodium acetate). Solvent: C(C)O (ethanol). Yields the product N(O)=C(CCCCCNC1=CC=C(C(=O)OCC)C=C1)CCCCCCCCCC (ethyl 4-(6-oximinohexadecylamino)benzoate). As a reaction SMILES: O=[C:2]([CH2:20][CH2:21][CH2:22][CH2:23][CH2:24][CH2:25][CH2:26][CH2:27][CH2:28][CH3:29])[CH2:3][CH2:4][CH2:5][CH2:6][CH2:7][NH:8][C:9]1[CH:19]=[CH:18][C:12]([C:13]([O:15][CH2:16][CH3:17])=[O:14])=[CH:11][CH:10]=1.Cl.[NH2:31][OH:32].C([O-])(=O)C.[Na+]>C(O)C>[N:31](=[C:2]([CH2:20][CH2:21][CH2:22][CH2:23][CH2:24][CH2:25][CH2:26][CH2:27][CH2:28][CH3:29])[CH2:3][CH2:4][CH2:5][CH2:6][CH2:7][NH:8][C:9]1[CH:19]=[CH:18][C:12]([C:13]([O:15][CH2:16][CH3:17])=[O:14])=[CH:11][CH:10]=1)[OH:32] |f:1.2,3.4|. Procedure details: A mixture of 1.0 g. of ethyl 4-(6-oxohexadecylamino)benzoate, 207 mg. of hydroxylamine hydrochloride, 244 mg. of sodium acetate and 20 ml. of 95% ethanol is stirred under reflux for 3 hours and filtered. The filtrate is evaporated and a methylene chloride solution of the residue is washed with water, dried over magnesium sulfate, and evaporated to yield ethyl 4-(6-oximinohexadecylamino)benzoate as a white solid. Reactants: CC(=O)O, CCCc1cc(F)cc(F)c1, [Li]CCCC, O=C1CCC2(CC1)OCCO2, C1CCOC1. Yields the product CCCc1cc(F)c(C2(O)CCC3(CC2)OCCO3)c(F)c1. Reaction SMILES: [CH3:28][C:29](=[O:30])[OH:31].[F:1][c:2]1[cH:3][c:4]([F:11])[cH:5][c:6]([CH2:8][CH2:9][CH3:10])[cH:7]1.[Li:12][CH2:13][CH2:14][CH2:15][CH3:16].[O:17]1[CH2:18][CH2:19][O:20][C:21]12[CH2:22][CH2:23][C:24](=[O:27])[CH2:25][CH2:26]2.[O:32]1[CH2:33][CH2:34][CH2:35][CH2:36]1>>[F:1][c:2]1[c:3]([C:24]2([OH:27])[CH2:23][CH2:22][C:21]3([O:17][CH2:18][CH2:19][O:20]3)[CH2:26][CH2:25]2)[c:4]([F:11])[cH:5][c:6]([CH2:8][CH2:9][CH3:10])[cH:7]1. Reactants: C(C1=CC=CC=C1)O[C@@H]1C[C@H](C1)OC1=CC=C(C[C@@H](C[C@H](NC(=O)OC(C)(C)C)C(=O)OC(C)(C)C)C(=O)OC(C)(C)C)C=C1 (di-tert-butyl (4S)-4-(4-{trans-[3-(benzyloxy)cyclobutyl]oxy}benzyl)-N-(tert-butoxycarbonyl)-L-glutamate). Run in CO (methanol), [Pd] (palladium). The product is O[C@@H]1C[C@H](C1)OC1=CC=C(C[C@@H](C[C@H](NC(=O)OC(C)(C)C)C(=O)OC(C)(C)C)C(=O)OC(C)(C)C)C=C1 (Di-tert-butyl (4S)-4-{4-[trans-(3-hydroxycyclobutyl)oxy]benzyl}-N-(tert-butoxy-carbonyl)-L-glutamate). Reaction SMILES: C([O:8][C@H:9]1[CH2:12][C@H:11]([O:13][C:14]2[CH:45]=[CH:44][C:17]([CH2:18][C@H:19]([C:37]([O:39][C:40]([CH3:43])([CH3:42])[CH3:41])=[O:38])[CH2:20][C@@H:21]([C:30]([O:32][C:33]([CH3:36])([CH3:35])[CH3:34])=[O:31])[NH:22][C:23]([O:25][C:26]([CH3:29])([CH3:28])[CH3:27])=[O:24])=[CH:16][CH:15]=2)[CH2:10]1)C1C=CC=CC=1>CO.[Pd]>[OH:8][C@H:9]1[CH2:10][C@H:11]([O:13][C:14]2[CH:15]=[CH:16][C:17]([CH2:18][C@H:19]([C:37]([O:39][C:40]([CH3:43])([CH3:42])[CH3:41])=[O:38])[CH2:20][C@@H:21]([C:30]([O:32][C:33]([CH3:34])([CH3:35])[CH3:36])=[O:31])[NH:22][C:23]([O:25][C:26]([CH3:29])([CH3:28])[CH3:27])=[O:24])=[CH:44][CH:45]=2)[CH2:12]1. Procedure details: 43 mg (0.07 mmol) of di-tert-butyl (4S)-4-(4-{trans-[3-(benzyloxy)cyclobutyl]oxy}benzyl)-N-(tert-butoxycarbonyl)-L-glutamate were dissolved in 10 mL of methanol and under argon atmosphere palladium (10% on charcoal) was added and the suspension hydrogenated overnight at room temperature. The reaction mixture was filtered, the solvent evaporated and the residue was chromatographed on silica gel using a hexane/ethyl acetate gradient, and the appropriate fractions were combined and concentrated. Reactants: stannous chloride dihydrate, [OH-].[Na+] (sodium hydroxide), Cl (hydrochloric acid), [N+](=O)([O-])C=1C=C(C#N)C=C(C1)[N+](=O)[O-] (3,5 -dinitrobenzonitrile). Reaction conditions: time 3 hour. Yields the product NC=1C=C(C#N)C=C(C1)N (3,5-Diaminobenzonitrile). Reaction SMILES: Cl.[N+:2]([C:5]1[CH:6]=[C:7]([CH:10]=[C:11]([N+:13]([O-])=O)[CH:12]=1)[C:8]#[N:9])([O-])=O.[OH-].[Na+]>>[NH2:2][C:5]1[CH:6]=[C:7]([CH:10]=[C:11]([NH2:13])[CH:12]=1)[C:8]#[N:9] |f:2.3|. Reported procedure: To a solution of 210 grams of stannous chloride dihydrate in 590 ml. of concentrated hydrochloric acid is added portionwise 25 grams of 3,5 -dinitrobenzonitrile. The mixture is stirred for three hours at room temperature, then cooled to 0° in an ice-salt bath and a cold 50% sodium hydroxide solution added to the mixture until the mixture is strongly basic. During the addition the temperature is kept below 5°. Reactants: C1CCOC1, CC(C)N=C=O, Cc1c(-c2ccc(C(N)=O)c3[nH]c4cc(CN)ccc4c23)cccc1N1Cc2ccccc2C1=O. The product is Cc1c(-c2ccc(C(N)=O)c3[nH]c4cc(CNC(=O)NC(C)C)ccc4c23)cccc1N1Cc2ccccc2C1=O. RXN SMILES: [CH2:42]1[O:43][CH2:44][CH2:45][CH2:46]1.[N:36](=[C:37]=[O:38])[CH:39]([CH3:40])[CH3:41].[NH2:1][CH2:2][c:3]1[cH:4][cH:5][c:6]2[c:7]3[c:8](-[c:19]4[c:20]([CH3:35])[c:21]([N:25]5[C:26](=[O:34])[c:27]6[cH:28][cH:29][cH:30][cH:31][c:32]6[CH2:33]5)[cH:22][cH:23][cH:24]4)[cH:9][cH:10][c:11]([C:16](=[O:17])[NH2:18])[c:12]3[nH:13][c:14]2[cH:15]1>>[NH:1]([CH2:2][c:3]1[cH:4][cH:5][c:6]2[c:7]3[c:8](-[c:19]4[c:20]([CH3:35])[c:21]([N:25]5[C:26](=[O:34])[c:27]6[cH:28][cH:29][cH:30][cH:31][c:32]6[CH2:33]5)[cH:22][cH:23][cH:24]4)[cH:9][cH:10][c:11]([C:16](=[O:17])[NH2:18])[c:12]3[nH:13][c:14]2[cH:15]1)[C:37]([NH:36][CH:39]([CH3:40])[CH3:41])=[O:38]. Product: C(C1=CC=CC=C1)(C1=CC=CC=C1)(C1=CC=CC=C1)NC=1SC=C(N1)/C(/C(=O)NC1[C@@H]2N(C(=C(CS2)CC2OCCCC2)C(=S)OC(C2=CC=CC=C2)C2=CC=CC=C2)C1=O)=N/OC(C1=CC=CC=C1)(C1=CC=CC=C1)C1=CC=CC=C1 (Diphenylmethyl 7-[(Z)-2-(2-tritylaminothiazol-4-yl)-2-trityloxyiminoacetamido]-3-(tetrahydropyran-2-yl)methylthio-3-cephem-4-carboxylate). Yield: 57.7%. As a reaction SMILES: Cl.[NH2:2][CH:3]1[C:33](=[O:34])[N:5]2[C:6]([C:17]([O:19][CH:20]([C:27]3[CH:32]=[CH:31][CH:30]=[CH:29][CH:28]=3)[C:21]3[CH:26]=[CH:25][CH:24]=[CH:23][CH:22]=3)=[S:18])=[C:7]([CH2:10][CH:11]3[CH2:16][CH2:15][CH2:14][CH2:13][O:12]3)[CH2:8][S:9][C@H:4]12.[C:35]([NH:54][C:55]1[S:56][CH:57]=[C:58](/[C:60](=[N:64]/[O:65][C:66]([C:79]2[CH:84]=[CH:83][CH:82]=[CH:81][CH:80]=2)([C:73]2[CH:78]=[CH:77][CH:76]=[CH:75][CH:74]=2)[C:67]2[CH:72]=[CH:71][CH:70]=[CH:69][CH:68]=2)/[C:61](O)=[O:62])[N:59]=1)([C:48]1[CH:53]=[CH:52][CH:51]=[CH:50][CH:49]=1)([C:42]1[CH:47]=[CH:46][CH:45]=[CH:44][CH:43]=1)[C:36]1[CH:41]=[CH:40][CH:39]=[CH:38][CH:37]=1>>[C:35]([NH:54][C:55]1[S:56][CH:57]=[C:58](/[C:60](=[N:64]/[O:65][C:66]([C:79]2[CH:84]=[CH:83][CH:82]=[CH:81][CH:80]=2)([C:73]2[CH:74]=[CH:75][CH:76]=[CH:77][CH:78]=2)[C:67]2[CH:68]=[CH:69][CH:70]=[CH:71][CH:72]=2)/[C:61]([NH:2][CH:3]2[C:33](=[O:34])[N:5]3[C:6]([C:17]([O:19][CH:20]([C:27]4[CH:28]=[CH:29][CH:30]=[CH:31][CH:32]=4)[C:21]4[CH:22]=[CH:23][CH:24]=[CH:25][CH:26]=4)=[S:18])=[C:7]([CH2:10][CH:11]4[CH2:16][CH2:15][CH2:14][CH2:13][O:12]4)[CH2:8][S:9][C@H:4]23)=[O:62])[N:59]=1)([C:48]1[CH:49]=[CH:50][CH:51]=[CH:52][CH:53]=1)([C:36]1[CH:37]=[CH:38][CH:39]=[CH:40][CH:41]=1)[C:42]1[CH:47]=[CH:46][CH:45]=[CH:44][CH:43]=1 |f:0.1|. Starting materials: Cl.NC1[C@@H]2N(C(=C(CS2)CC2OCCCC2)C(=S)OC(C2=CC=CC=C2)C2=CC=CC=C2)C1=O (Diphenylmethyl 7-amino-3-(tetrahydropyran-2-yl)methylthio-3-cephem-4-carboxylate hydrochloride), C(C1=CC=CC=C1)(C1=CC=CC=C1)(C1=CC=CC=C1)NC=1SC=C(N1)/C(/C(=O)O)=N/OC(C1=CC=CC=C1)(C1=CC=CC=C1)C1=CC=CC=C1 ((Z)-2-(2-tritylaminothiazol-4-yl)-2-trityloxyiminoacetic acid). Procedure details: Diphenylmethyl 7-amino-3-(tetrahydropyran-2-yl)methylthio-3-cephem-4-carboxylate hydrochloride (300 mg) was reacted with (Z)-2-(2-tritylaminothiazol-4-yl)-2-trityloxyiminoacetic acid (403 mg) in accordance with the procedure of Example 1(d). The crude reaction product was purified by a column chromatography on a silica gel column (30 g) with elution using benzene-ethyl acetate (7:1 by volume) as eluent to collect fractions containing the titled compound. Concentration of the fractions so collect... The reactants are C1=CC=CC=C1 (benzene), dimethyl acetal, CC1=C(NCC=O)C=CC=C1SC (2-(2-methyl-3-methylthioanilino)acetaldehyde), C([O-])([O-])=O.[Na+].[Na+] (sodium carbonate), ClCC(=O)Cl (α-chloroacetyl chloride). Run in O (water). The product is dimethyl acetal, ClCC(=O)N(C1=C(C(=CC=C1)SC)C)CC=O (2-(N-α-chloroacetyl-2-methyl-3-methylthioanilino)acetaldehyde). Reaction SMILES: [CH3:1][C:2]1[C:11]([S:12][CH3:13])=[CH:10][CH:9]=[CH:8][C:3]=1[NH:4][CH2:5][CH:6]=[O:7].C(=O)([O-])[O-].[Na+].[Na+].C1C=CC=CC=1.[Cl:26][CH2:27][C:28](Cl)=[O:29]>O>[Cl:26][CH2:27][C:28]([N:4]([CH2:5][CH:6]=[O:7])[C:3]1[CH:8]=[CH:9][CH:10]=[C:11]([S:12][CH3:13])[C:2]=1[CH3:1])=[O:29] |f:1.2.3|. Procedure details: The dimethyl acetal of 2-(2-methyl-3-methylthioanilino)acetaldehyde (0.1 mole), sodium carbonate (0.06 mole) dissolved in water (50 ml) and benzene (50 ml) are charged into a glass reaction vessel equipped with a mechanical stirrer, thermometer and cooling means. The mixture is cooled to a temperature of about 0°C and α-chloroacetyl chloride (0.11 mole) is incrementally added with stirring. After the addition is completed stirring is continued and the reaction mixture is permitted to warm to roo...